Dataset: the Open Reaction Database (ORD), a public repository of structured organic reaction records. Task: describe an organic reaction: reactants, conditions, products, and yield Reactants: NC=1C=C(C(=O)O)C=C(C1OC1=CC=CC=C1)S(N(C)C)(=O)=O (3-amino-5-dimethylsulphamyl-4-phenoxy-benzoic acid), C(C1=CC=CC=C1)Br (benzyl bromide), C(C)O (ethanol). Yields the product C(C1=CC=CC=C1)NC=1C=C(C(=O)OCC)C=C(C1OC1=CC=CC=C1)S(N(C)C)(=O)=O (ethyl 3-benzylamino-5-dimethylsulphamyl-4-phenoxy-benzoate). As a reaction SMILES: [NH2:1][C:2]1[CH:3]=[C:4]([CH:8]=[C:9]([S:18](=[O:23])(=[O:22])[N:19]([CH3:21])[CH3:20])[C:10]=1[O:11][C:12]1[CH:17]=[CH:16][CH:15]=[CH:14][CH:13]=1)[C:5]([OH:7])=[O:6].[CH2:24](Br)[C:25]1[CH:30]=[CH:29][CH:28]=[CH:27][CH:26]=1.[CH2:32](O)[CH3:33]>>[CH2:24]([NH:1][C:2]1[CH:3]=[C:4]([CH:8]=[C:9]([S:18](=[O:23])(=[O:22])[N:19]([CH3:20])[CH3:21])[C:10]=1[O:11][C:12]1[CH:17]=[CH:16][CH:15]=[CH:14][CH:13]=1)[C:5]([O:7][CH2:32][CH3:33])=[O:6])[C:25]1[CH:30]=[CH:29][CH:28]=[CH:27][CH:26]=1. Procedure details: A mixture of 3-amino-5-dimethylsulphamyl-4-phenoxy-benzoic acid (1.68 g), benzyl bromide (2 g), and ethanol (15 ml) was refluxed for 5 hours. After cooling, the precipitated ethyl 3-benzylamino-5-dimethylsulphamyl-4-phenoxy-benzoate was isolated and recrystallized from ethanol. After drying in vacuo, the compound was obtained with a melting point of 154-155°C.